This data is from the Open Reaction Database (ORD), a public repository of structured organic reaction records. The task is: describe an organic reaction: reactants, conditions, products, and yield The reactants are CCOC(C)=O, Cl, COC(=O)C(C(=O)OC)c1ncc(C(F)(F)F)cc1[N+](=O)[O-], [Na+], [OH-]. The product is Cc1ncc(C(F)(F)F)cc1[N+](=O)[O-]. Reaction SMILES: [CH3:26][CH2:27][O:28][C:29]([CH3:30])=[O:31].[ClH:23].[N+:1](=[O:2])([O-:3])[c:4]1[c:5]([CH:14]([C:15]([O:16][CH3:17])=[O:18])[C:19]([O:20][CH3:21])=[O:22])[n:6][cH:7][c:8]([C:10]([F:11])([F:12])[F:13])[cH:9]1.[Na+:25].[OH-:24]>>[N+:1](=[O:2])([O-:3])[c:4]1[c:5]([CH3:14])[n:6][cH:7][c:8]([C:10]([F:11])([F:12])[F:13])[cH:9]1. The reactants are CC(CO)(CCO)NCc1ccccc1, CCO, Cl. Yields the product Cl, CC(N)(CO)CCO. As a reaction SMILES: [CH2:1]([c:2]1[cH:3][cH:4][cH:5][cH:6][cH:7]1)[NH:8][C:9]([CH2:10][OH:11])([CH2:12][CH2:13][OH:14])[CH3:15].[CH3:17][CH2:18][OH:19].[ClH:16]>>[ClH:16].[NH2:8][C:9]([CH2:10][OH:11])([CH2:12][CH2:13][OH:14])[CH3:15]. The reactants are C(C)C(CC)N1CCC(CC1)CC(=N)NO (2-((1-ethylpropyl)piperidin-4-yl)-N-hydroxyacetamidine), ClCC1=CC=C(C(=O)Cl)C=C1 (4-(chloromethyl)benzoyl chloride). Run in C(C)(=O)O (acetic acid). Reaction conditions: time 8 hour. Product: ClCC1=CC=C(C=C1)C1=NC(=NO1)CC1CCN(CC1)C(CC)CC (4-[5-(4-(chloromethyl)phenyl)[1,2,4]oxadiazol-3-ylmethyl]-1-(1-ethylpropyl)piperidine). Reaction SMILES: [CH2:1]([CH:3]([N:6]1[CH2:11][CH2:10][CH:9]([CH2:12][C:13]([NH:15][OH:16])=[NH:14])[CH2:8][CH2:7]1)[CH2:4][CH3:5])[CH3:2].[Cl:17][CH2:18][C:19]1[CH:27]=[CH:26][C:22]([C:23](Cl)=O)=[CH:21][CH:20]=1>C(O)(=O)C>[Cl:17][CH2:18][C:19]1[CH:27]=[CH:26][C:22]([C:23]2[O:16][N:15]=[C:13]([CH2:12][CH:9]3[CH2:10][CH2:11][N:6]([CH:3]([CH2:4][CH3:5])[CH2:1][CH3:2])[CH2:7][CH2:8]3)[N:14]=2)=[CH:21][CH:20]=1. Procedure details: A mixture of 2-((1-ethylpropyl)piperidin-4-yl)-N-hydroxyacetamidine (0.50 g, 2.2 mmol, prepared as described in Example 12), glacial acetic acid (15 mL) and 4-(chloromethyl)benzoyl chloride (0.46 g, 2.4 mmol) was stirred overnight at ambient temperature and then heated at reflux for 30 minutes. The mixture was concentrated in vacuo and the residue was dissolved in a mixture of 1 N hydrochloric acid (10 mL), water (50 mL) and diethyl ether (20 mL). The phases were separated and the aqueous phase ...